Dataset: the Open Reaction Database (ORD), a public repository of structured organic reaction records. Task: describe an organic reaction: reactants, conditions, products, and yield The reactants are C1(=CC=CC=C1)[Li] (phenyllithium), solution, S1C2=C(C=C1C(=O)C1CCN(CC1)CCC1=CC=CC=C1)C=CC=C2 ([benzo[b]thiophene-2-yl][1-(2-phenylethyl)-4-piperidinyl]methanone). Solvent: C1CCCCC1.C(C)OCC (cyclohexane ethyl ether), O1CCCC1 (tetrahydrofuran). Reaction conditions: temperature -78 celsius, time 5 hour. Product: C1(=CC=CC=C1)CCN1CCC(CC1)C(O)(C1=CC2=C(S1)C=CC=C2)C2=CC=CC=C2 (α-[1-(2-Phenylethyl)-4-piperidinyl]-α-phenyl -2-benzo[b]thiophenemethanol). As a reaction SMILES: [S:1]1[C:5]([C:6]([CH:8]2[CH2:13][CH2:12][N:11]([CH2:14][CH2:15][C:16]3[CH:21]=[CH:20][CH:19]=[CH:18][CH:17]=3)[CH2:10][CH2:9]2)=[O:7])=[CH:4][C:3]2[CH:22]=[CH:23][CH:24]=[CH:25][C:2]1=2.[C:26]1([Li])[CH:31]=[CH:30][CH:29]=[CH:28][CH:27]=1>O1CCCC1.C1CCCCC1.C(OCC)C>[C:16]1([CH2:15][CH2:14][N:11]2[CH2:12][CH2:13][CH:8]([C:6]([C:26]3[CH:31]=[CH:30][CH:29]=[CH:28][CH:27]=3)([C:5]3[S:1][C:2]4[CH:25]=[CH:24][CH:23]=[CH:22][C:3]=4[CH:4]=3)[OH:7])[CH2:9][CH2:10]2)[CH:17]=[CH:18][CH:19]=[CH:20][CH:21]=1 |f:3.4|. Reported procedure: Dissolve [benzo[b]thiophene-2-yl][1-(2-phenylethyl)-4-piperidinyl]methanone (3.5 g, 10.01 mmol) in anhydrous tetrahydrofuran (100 mL), place under an argon atmosphere and cool to -78° C. Add, by dropwise addition, phenyllithium (6 mL of a 2.0M solution in cyclohexane/ethyl ether, 12.0 mmol) and stir at -78° C. for 5 hours. Remove the ice bath and allow to warm to room temperature. Pour into saturated ammonium chloride (100 mL) and stir for 20 minutes. Separate the organic phase and extract the a...